From a dataset of the Open Reaction Database (ORD), a public repository of structured organic reaction records. describe an organic reaction: reactants, conditions, products, and yield Procedure details: Benzyl 1-piperazinecarboxylate (5.00 g) and tert-butyl 4-oxopiperidine-1-carboxylate (4.52 g) were dissolved in methanol (100 ml), and acetic acid (2.34 ml) and 10% palladium on carbon (1.55 g) were added thereto, followed by stirring under a hydrogen atmosphere for 4 days. The catalyst was removed by filtration, and the filtrate was concentrated. To the residue were added acetone (50 ml) and water (50 ml) to dissolve, and sodium hydrogencarbonate (6.67 g) was added and stirred while cooling in ... Reagents/catalysts: [Pd] (palladium on carbon). Product: C(C)(C)(C)OC(=O)N1CCC(CC1)N1CCN(CC1)C(=O)OCC1=CC=CC=C1 (Benzyl 4-(1-tert-butoxycarbonylpiperidin-4-yl)piperazine-1-carboxylate). The yield is 29.6%. Starting materials: N1(CCNCC1)C(=O)OCC1=CC=CC=C1 (Benzyl 1-piperazinecarboxylate), O=C1CCN(CC1)C(=O)OC(C)(C)C (tert-butyl 4-oxopiperidine-1-carboxylate), C(C)(=O)O (acetic acid). As a reaction SMILES: [N:1]1([C:7]([O:9][CH2:10][C:11]2[CH:16]=[CH:15][CH:14]=[CH:13][CH:12]=2)=[O:8])[CH2:6][CH2:5][NH:4][CH2:3][CH2:2]1.O=[C:18]1[CH2:23][CH2:22][N:21]([C:24]([O:26][C:27]([CH3:30])([CH3:29])[CH3:28])=[O:25])[CH2:20][CH2:19]1.C(O)(=O)C>CO.[Pd]>[C:27]([O:26][C:24]([N:21]1[CH2:22][CH2:23][CH:18]([N:4]2[CH2:5][CH2:6][N:1]([C:7]([O:9][CH2:10][C:11]3[CH:16]=[CH:15][CH:14]=[CH:13][CH:12]=3)=[O:8])[CH2:2][CH2:3]2)[CH2:19][CH2:20]1)=[O:25])([CH3:30])([CH3:28])[CH3:29]. Solvent: CO (methanol). Reaction conditions: time 4 day. Starting materials: N1=CC(=CC=C1)C=CC(=O)O (3-(3-pyridyl)-acrylic acid), TEA, C(C(=O)Cl)(=O)Cl (oxalyl chloride), C(C)(C)(C)OC(=O)N1CCN(CC1)CCN (2-[4-(tert-but-oxycarbonyl)-piperazin-1-yl]-ethylamine). The solvent is ClCCl (dichloromethane). The product is C(C)(C)(C)OC(=O)N1CCN(CC1)CCNC(C=CC=1C=NC=CC1)=O (N-{2-[4-(tert-butoxycarbonyl)-piperazin-1-yl]-ethyl]-3-pyridin-3-yl-acrylamide). RXN SMILES: [N:1]1[CH:6]=[CH:5][CH:4]=[C:3]([CH:7]=[CH:8][C:9]([OH:11])=O)[CH:2]=1.C(Cl)(=O)C(Cl)=O.[C:18]([O:22][C:23]([N:25]1[CH2:30][CH2:29][N:28]([CH2:31][CH2:32][NH2:33])[CH2:27][CH2:26]1)=[O:24])([CH3:21])([CH3:20])[CH3:19]>ClCCl>[C:18]([O:22][C:23]([N:25]1[CH2:26][CH2:27][N:28]([CH2:31][CH2:32][NH:33][C:9](=[O:11])[CH:8]=[CH:7][C:3]2[CH:2]=[N:1][CH:6]=[CH:5][CH:4]=2)[CH2:29][CH2:30]1)=[O:24])([CH3:21])([CH3:20])[CH3:19]. Procedure details: Batch size: 36.1 g (242 mmol) 3-(3-pyridyl)-acrylic acid, 23.1 ml (264 mmol) oxalyl chloride, 50 g (15.4 mmol) 2-[4-(tert-but-oxycarbonyl)-piperazin-1-yl]-ethylamine and 30.4 ml (220 mmol) TEA in 400 ml absolute dichloromethane.